Dataset: the Open Reaction Database (ORD), a public repository of structured organic reaction records. Task: describe an organic reaction: reactants, conditions, products, and yield The reactants are CC(C)(C)[O-], CCOC(C)=O, O=P(OCCSCCO)(N(CCCl)CCCl)N(CCCl)CCCl, O=P(Cl)(N(CCCl)CCCl)N(CCCl)CCCl, [K+], C1CCOC1. Yields the product O=P(OCCSCCOP(=O)(N(CCCl)CCCl)N(CCCl)CCCl)(N(CCCl)CCCl)N(CCCl)CCCl. Reaction SMILES: [CH3:41][C:42]([CH3:43])([O-:44])[CH3:45].[CH3:52][CH2:53][O:54][C:55](=[O:56])[CH3:57].[Cl:1][CH2:2][CH2:3][N:4]([P:5]([O:6][CH2:7][CH2:8][S:9][CH2:10][CH2:11][OH:12])(=[O:13])[N:14]([CH2:15][CH2:16][Cl:17])[CH2:18][CH2:19][Cl:20])[CH2:21][CH2:22][Cl:23].[Cl:24][CH2:25][CH2:26][N:27]([P:28](=[O:29])([N:30]([CH2:31][CH2:32][Cl:33])[CH2:34][CH2:35][Cl:36])[Cl:37])[CH2:38][CH2:39][Cl:40].[K+:46].[O:47]1[CH2:48][CH2:49][CH2:50][CH2:51]1>>[Cl:1][CH2:2][CH2:3][N:4]([P:5]([O:6][CH2:7][CH2:8][S:9][CH2:10][CH2:11][O:12][P:28]([N:27]([CH2:26][CH2:25][Cl:24])[CH2:38][CH2:39][Cl:40])(=[O:29])[N:30]([CH2:31][CH2:32][Cl:33])[CH2:34][CH2:35][Cl:36])(=[O:13])[N:14]([CH2:15][CH2:16][Cl:17])[CH2:18][CH2:19][Cl:20])[CH2:21][CH2:22][Cl:23]. Starting materials: [Cr](=O)(=O)([O-])Cl.[NH+]1=CC=CC=C1 (pyridinium chlorochromate), C(C1=CC=CC=C1)OCCCCO (4-benzyloxybutanol). The solvent is ClCCl (dichloromethane), ClCCl (dichloromethane). Reaction conditions: time 2 hour. Product: C(C1=CC=CC=C1)OCCCC=O (4-benzyloxybutanal). As a reaction SMILES: [Cr](Cl)([O-])(=O)=O.[NH+]1C=CC=CC=1.[CH2:12]([O:19][CH2:20][CH2:21][CH2:22][CH2:23][OH:24])[C:13]1[CH:18]=[CH:17][CH:16]=[CH:15][CH:14]=1>ClCCl>[CH2:12]([O:19][CH2:20][CH2:21][CH2:22][CH:23]=[O:24])[C:13]1[CH:18]=[CH:17][CH:16]=[CH:15][CH:14]=1 |f:0.1|. Reported procedure: 36.6 g (170 mmol) of pyridinium chlorochromate are placed at room temperature in 120 ml of dichloromethane under N2, and a solution of 20.4 g (113 mmol) of 4-benzyloxybutanol in 20 ml of dichloromethane is added. The reaction mixture rapidly becomes dark and the reaction is slightly exothermic. The reaction mixture is stirred at room temperature for 31/2 hours. The supernatant dichloromethane phase is decanted off and concentrated by evaporation in a rotary evaporator. The residue is filtered ov... The reactants are 1-hydroxyquinoleine, N1=CC=CC=C1 (pyridine), O=C1OC2=C(C=C1C(=O)O)C=CC=C2 (2-oxo-2H-1-benzopyran-3-carboxylic acid). Solvent: S(=O)(Cl)Cl (thionyl chloride). Run at time 90 minute. The product is O=C1OC2=C(C=C1C(=O)OC1=NC=CC3=CC=CC=C13)C=CC=C2 (isoquinolin-1-yl 2-oxo-2H-1-benzopyran-3-carboxylate). RXN SMILES: [O:1]=[C:2]1[C:7]([C:8]([OH:10])=[O:9])=[CH:6][C:5]2[CH:11]=[CH:12][CH:13]=[CH:14][C:4]=2[O:3]1.[N:15]1[CH:20]=[CH:19][CH:18]=[CH:17][CH:16]=1>S(Cl)(Cl)=O>[O:1]=[C:2]1[C:7]([C:8]([O:10][C:16]2[C:17]3[C:18](=[CH:14][CH:4]=[CH:5][CH:6]=3)[CH:19]=[CH:20][N:15]=2)=[O:9])=[CH:6][C:5]2[CH:11]=[CH:12][CH:13]=[CH:14][C:4]=2[O:3]1. Procedure: 1.0 g of the commercially available 2-oxo-2H-1-benzopyran-3-carboxylic acid and 10 ml of thionyl chloride were refluxed for 3 h. The resulting solution was evaporated under reduced pressure. The residue was suspended in 10 ml anhydrous toluene. The solvent was eliminated by distillation under reduced pressure. The two last steps were repeated twice. The residue was dispersed in 10 ml dioxane. To this suspension were added 1-hydroxyquinoleine (1.1 éq.) and anhydrous pyridine (1.1 eq.). After 90 m... Starting materials: CC1=NC(=CC(=C1)C=O)C (2,6-dimethylpyridine-4-carbaldehyde), NC1=C(C(=O)N)C=C(C=C1)CN1CCN(CC1)C (2-amino-5-(4-methyl-piperazin-1-ylmethyl)benzamide), S(=O)(O)[O-].[Na+] (sodium hydrogensulfite), C1(=CC=C(C=C1)S(=O)(=O)O)C (p-toluenesulfonic acid). Solvent: CN(C(C)=O)C (N,N-dimethyl acetamide). Run at temperature 115 celsius, time 20 hour. Yields the product CC1=NC(=CC(=C1)C1=NC2=CC=C(C=C2C(N1)=O)CN1CCN(CC1)C)C (2-(2,6-Dimethylpyridin-4-yl)-6-((4-methylpiperazin-1-yl)methyl)quinazolin-4(3H)-one). Reaction SMILES: [CH3:1][C:2]1[CH:7]=[C:6]([CH:8]=O)[CH:5]=[C:4]([CH3:10])[N:3]=1.[NH2:11][C:12]1[CH:20]=[CH:19][C:18]([CH2:21][N:22]2[CH2:27][CH2:26][N:25]([CH3:28])[CH2:24][CH2:23]2)=[CH:17][C:13]=1[C:14]([NH2:16])=[O:15].S([O-])(O)=O.[Na+].C1(C)C=CC(S(O)(=O)=O)=CC=1>CN(C)C(=O)C>[CH3:1][C:2]1[CH:7]=[C:6]([C:8]2[NH:16][C:14](=[O:15])[C:13]3[C:12](=[CH:20][CH:19]=[C:18]([CH2:21][N:22]4[CH2:27][CH2:26][N:25]([CH3:28])[CH2:24][CH2:23]4)[CH:17]=3)[N:11]=2)[CH:5]=[C:4]([CH3:10])[N:3]=1 |f:2.3|. Reported procedure: To a solution of 2,6-dimethylpyridine-4-carbaldehyde (0.14 g, 1.00 mmol) in N,N-dimethyl acetamide (8 mL) were added 2-amino-5-(4-methyl-piperazin-1-ylmethyl)benzamide (0.25 g, 1.00 mmol), sodium hydrogensulfite (0.18 g, 1.20 mmol), and p-toluenesulfonic acid (0.057 g, 0.30 mmol). The reaction mixture was stirred at 115° C. for 20 hours under nitrogen, then cooled to room temperature. Solvent was evaporated under reduced pressure. The residue was dissolved in dichloromethane, washed with sat. Na... Reactants: ClC=1C=CC(=C(C1)CC(=O)O)OCC(=O)N1[C@@H](CN([C@H](C1)C)CC1=CC=C(C=C1)F)C ((5-chloro-2-{2-[4-(4-fluoro-benzyl)-(2R,5S)-2,5-dimethyl-piperazin-1-yl]-2-oxo-ethoxy}-phenyl)-acetic acid), S(=O)(=O)(N)N (sulfamide). Solvent: S(=O)(Cl)Cl (thionyl chloride). Run at time 3 day. Yields the product ClC=1C=CC(=C(C1)CC(=O)NS(=O)(=O)N)OCC(=O)N1[C@@H](CN([C@H](C1)C)CC1=CC=C(C=C1)F)C (N-[(5-Chloro-2-{2-[4-(4-fluoro-benzyl)-(2R,5S)-2,5-dimethyl-piperazin-1-yl]-2-oxo-ethoxy}-phenyl)-acetyl]-sulfamide). Isolated yield 12.7%. As a reaction SMILES: [Cl:1][C:2]1[CH:3]=[CH:4][C:5]([O:12][CH2:13][C:14]([N:16]2[CH2:21][C@H:20]([CH3:22])[N:19]([CH2:23][C:24]3[CH:29]=[CH:28][C:27]([F:30])=[CH:26][CH:25]=3)[CH2:18][C@H:17]2[CH3:31])=[O:15])=[C:6]([CH2:8][C:9]([OH:11])=O)[CH:7]=1.[S:32]([NH2:36])([NH2:35])(=[O:34])=[O:33]>S(Cl)(Cl)=O>[Cl:1][C:2]1[CH:3]=[CH:4][C:5]([O:12][CH2:13][C:14]([N:16]2[CH2:21][C@H:20]([CH3:22])[N:19]([CH2:23][C:24]3[CH:29]=[CH:28][C:27]([F:30])=[CH:26][CH:25]=3)[CH2:18][C@H:17]2[CH3:31])=[O:15])=[C:6]([CH2:8][C:9]([NH:35][S:32]([NH2:36])(=[O:34])=[O:33])=[O:11])[CH:7]=1. Reported procedure: A solution of (5-chloro-2-{2-[4-(4-fluoro-benzyl)-(2R,5S)-2,5-dimethyl-piperazin-1-yl]-2-oxo-ethoxy}-phenyl)-acetic acid (0.10 g, 0.21 mmol) in thionyl chloride (2 mL) was stirred at ambient temperature for two hours. The reaction was concentrated to dryness and the crude acid chloride was dissolved in 1,4-dioxane (4 mL) followed by addition of sulfamide (0.022 g, 0.23 mmol). The reaction was stirred at ambient temperature for 3 days. The reaction was concentrated and chromatographed on silica g... Reactants: CCOC(=O)c1cc(-c2cccc(C(F)(F)F)c2)n(-c2ccc(C)cc2)n1, [K+], [OH-]. The product is Cc1ccc(-n2nc(C(=O)O)cc2-c2cccc(C(F)(F)F)c2)cc1. Reaction SMILES: [CH3:1][c:2]1[cH:3][cH:4][c:5](-[n:8]2[n:9][c:10]([C:23](=[O:24])[O:25][CH2:26][CH3:27])[cH:11][c:12]2-[c:13]2[cH:14][c:15]([C:19]([F:20])([F:21])[F:22])[cH:16][cH:17][cH:18]2)[cH:6][cH:7]1.[K+:29].[OH-:28]>>[CH3:1][c:2]1[cH:3][cH:4][c:5](-[n:8]2[n:9][c:10]([C:23](=[O:24])[OH:25])[cH:11][c:12]2-[c:13]2[cH:14][c:15]([C:19]([F:20])([F:21])[F:22])[cH:16][cH:17][cH:18]2)[cH:6][cH:7]1. Reactants: Br, CC1CCCCOC1=O, O, O=S(=O)(O)O. Product: CC(CCCCBr)C(=O)O. As a reaction SMILES: [BrH:10].[CH3:1][CH:2]1[C:3](=[O:4])[O:5][CH2:6][CH2:7][CH2:8][CH2:9]1.[OH2:16].[S:11](=[O:12])(=[O:13])([OH:14])[OH:15]>>[CH3:1][CH:2]([C:3](=[O:4])[OH:5])[CH2:9][CH2:8][CH2:7][CH2:6][Br:10].